From a dataset of the Open Reaction Database (ORD), a public repository of structured organic reaction records. describe an organic reaction: reactants, conditions, products, and yield Starting materials: C(C)O (ethanol), NC1=NC=2C=C(C=CC2C2=C1N=C(N2CC2CCOCC2)CC)/C=C/C(=O)N(C)C ((2E)-3-[4-amino-2-ethyl-1-(tetrahydro-2H-pyran-4-ylmethyl)-1H-imidazo[4,5-c]quinolin-7-yl]-N,N-dimethylprop-2-enamide). Reagents/catalysts: [Pd] (palladium on carbon). Run in CO (methanol). Conditions: time 48 hour. Product: NC1=NC=2C=C(C=CC2C2=C1N=C(N2CC2CCOCC2)CC)CCC(=O)N(C)C (3-[4-amino-2-ethyl-1-(tetrahydro-2H-pyran-4-ylmethyl)-1H-imidazo[4,5-c]quinolin-7-yl]-N,N-dimethylpropanamide). The yield is 68.9%. As a reaction SMILES: C(O)C.[NH2:4][C:5]1[C:14]2[N:15]=[C:16]([CH2:25][CH3:26])[N:17]([CH2:18][CH:19]3[CH2:24][CH2:23][O:22][CH2:21][CH2:20]3)[C:13]=2[C:12]2[CH:11]=[CH:10][C:9](/[CH:27]=[CH:28]/[C:29]([N:31]([CH3:33])[CH3:32])=[O:30])=[CH:8][C:7]=2[N:6]=1>[Pd].CO>[NH2:4][C:5]1[C:14]2[N:15]=[C:16]([CH2:25][CH3:26])[N:17]([CH2:18][CH:19]3[CH2:20][CH2:21][O:22][CH2:23][CH2:24]3)[C:13]=2[C:12]2[CH:11]=[CH:10][C:9]([CH2:27][CH2:28][C:29]([N:31]([CH3:32])[CH3:33])=[O:30])=[CH:8][C:7]=2[N:6]=1. Procedure: A glass Parr bottle was charged with 10% palladium on carbon (0.1 g) wetted with ethanol (10 mL) and a slurry of (2E)-3-[4-amino-2-ethyl-1-(tetrahydro-2H-pyran-4-ylmethyl)-1H-imidazo[4,5-c]quinolin-7-yl]-N,N-dimethylprop-2-enamide (0.32 g, 0.78 mmol) in methanol (200 mL). The vessel was placed on Parr apparatus, evacuated and charged with hydrogen (55 psi). The mixture was shaken at ambient temperature for 48 hours. The reaction mixture was filtered through a 0.2 micron PTFE membrane filter and ... The reactants are CO, CC(C)(C)OC(=O)N1C(C(N)=O)CCC1c1ccc(OCc2ccccc2)cc1. The product is CC(C)(C)OC(=O)N1C(C(N)=O)CCC1c1ccc(O)cc1. RXN SMILES: [CH3:30][OH:31].[NH2:1][C:2](=[O:3])[CH:4]1[N:5]([C:23](=[O:24])[O:25][C:26]([CH3:27])([CH3:28])[CH3:29])[CH:6]([c:9]2[cH:10][cH:11][c:12]([O:15][CH2:16][c:17]3[cH:18][cH:19][cH:20][cH:21][cH:22]3)[cH:13][cH:14]2)[CH2:7][CH2:8]1>>[NH2:1][C:2](=[O:3])[CH:4]1[N:5]([C:23](=[O:24])[O:25][C:26]([CH3:27])([CH3:28])[CH3:29])[CH:6]([c:9]2[cH:10][cH:11][c:12]([OH:15])[cH:13][cH:14]2)[CH2:7][CH2:8]1. Starting materials: CCOC(=O)CC1CN=C(c2cc3cccc(N(C)S(=O)(=O)c4ccccc4C(F)(F)F)c3[nH]2)S1, [K+], C1CCOC1, [OH-], O=C(O)CC(O)(CC(=O)O)C(=O)O. Product: CN(c1cccc2cc(C3=NCC(CC(=O)O)S3)[nH]c12)S(=O)(=O)c1ccccc1C(F)(F)F. As a reaction SMILES: [CH3:1][N:2]([c:3]1[cH:4][cH:5][cH:6][c:7]2[cH:8][c:9]([C:12]3=[N:16][CH2:15][CH:14]([CH2:17][C:18](=[O:19])[O:20][CH2:21][CH3:22])[S:13]3)[nH:10][c:11]12)[S:23](=[O:24])(=[O:25])[c:26]1[c:27]([C:32]([F:33])([F:34])[F:35])[cH:28][cH:29][cH:30][cH:31]1.[K+:37].[O:51]1[CH2:52][CH2:53][CH2:54][CH2:55]1.[OH-:36].[OH:38][C:39]([CH2:40][C:41]([C:42](=[O:43])[OH:44])([CH2:45][C:46](=[O:47])[OH:48])[OH:49])=[O:50]>>[CH3:1][N:2]([c:3]1[cH:4][cH:5][cH:6][c:7]2[cH:8][c:9]([C:12]3=[N:16][CH2:15][CH:14]([CH2:17][C:18](=[O:19])[OH:20])[S:13]3)[nH:10][c:11]12)[S:23](=[O:24])(=[O:25])[c:26]1[c:27]([C:32]([F:33])([F:34])[F:35])[cH:28][cH:29][cH:30][cH:31]1. Procedure: Into a 25 mL round bottom flask was placed N-benzyl-(1R, 3R)-1,2,3,4-tetrahydro-6,8-dimethoxy-1,3-dimethylisoquinoline (288 mg, 0.9 mmol) dissolved in methylene chloride (3 mL). Bromine (156 mg, 1.0 mmol) in methylene chloride (1 mL ) was added to the solution. The mixture was stirred for 3 h at room temperature and then diluted with methylene chloride (20 mL) and washed with H2O (2×5 ml). The organic layer was dried with sodium sulfate and concentrated in vacuo to yield 360 mg of crude material... The reactants are C(C1=CC=CC=C1)N1[C@@H](C2=C(C=C(C=C2C[C@H]1C)OC)OC)C (N-benzyl-(1R, 3R)-1,2,3,4-tetrahydro-6,8-dimethoxy-1,3-dimethylisoquinoline), BrBr (Bromine). Conditions: time 3 hour. Yields the product C(C1=CC=CC=C1)N1[C@@H](C2=C(C=C(C(=C2C[C@H]1C)Br)OC)OC)C (N-benzyl-(1R,3R)-5-bromo-1,2,3,4-tetrahydro-6,8-dimethoxy-1,3-dimethylisoquinoline). As a reaction SMILES: [CH2:1]([N:8]1[C@H:17]([CH3:18])[CH2:16][C:15]2[C:10](=[C:11]([O:21][CH3:22])[CH:12]=[C:13]([O:19][CH3:20])[CH:14]=2)[C@H:9]1[CH3:23])[C:2]1[CH:7]=[CH:6][CH:5]=[CH:4][CH:3]=1.[Br:24]Br>C(Cl)Cl>[CH2:1]([N:8]1[C@H:17]([CH3:18])[CH2:16][C:15]2[C:10](=[C:11]([O:21][CH3:22])[CH:12]=[C:13]([O:19][CH3:20])[C:14]=2[Br:24])[C@H:9]1[CH3:23])[C:2]1[CH:3]=[CH:4][CH:5]=[CH:6][CH:7]=1. Solvent: C(Cl)Cl (methylene chloride), C(Cl)Cl (methylene chloride), C(Cl)Cl (methylene chloride). Yield: 80.3%. Product: NCC(=O)O (glycine), [Cl-].[Na+] (sodium chloride), [Cl-].[Ca+2].[Cl-] (calcium chloride). Reaction SMILES: C([O-])(=O)CC(CC([O-])=O)(C([O-])=O)O.[Na+:14].[Na+].[Na+].[Cl-:17].[Ca+2:18].[Cl-].Cl.[NH2:21][CH2:22][C:23]([OH:25])=[O:24]>>[NH2:21][CH2:22][C:23]([OH:25])=[O:24].[Cl-:17].[Na+:14].[Cl-:17].[Ca+2:18].[Cl-:17] |f:0.1.2.3,4.5.6,10.11,12.13.14|. Procedure: 60×1.6 cm siliconised column was filled with dextran sulphate Sepharose 4B matrix prepared as in Example 1. The resin was equilibrated at 4° C. with 14 mM trisodium citrate, 2.1 mM calcium chloride in 1.0 M glycine pH 7.3. Two bags of Blood Transfusion Service cryoprecipitate were thawed at 37° C., combined and diluted to 100 ml with equilibrating buffer and adjusted to pH 7.3 with 0.05 M hydrochloric acid. After centrifugation at room temperature to remove any particulate material, 20 ml of the... The reactants are Cl (hydrochloric acid), dextran sulphate Sepharose, C(CC(O)(C(=O)[O-])CC(=O)[O-])(=O)[O-].[Na+].[Na+].[Na+] (trisodium citrate), [Cl-].[Ca+2].[Cl-] (calcium chloride), NCC(=O)O (glycine). Reactants: C1(=CC=CC=C1)OC (anisole), C(C)(C)(C)OC(=O)N1CCC(CC1)COCC(C1=CC=C(C=C1)F)NC(=O)C1=CC=C2C(=CNC2=C1)Cl (4-{2-[(3-chloro-1H-indole-6-carbonyl)amino]-2-(4-fluorophenyl)ethoxymethyl}piperidine-1-carboxylic acid tert-butyl ester). Yields the product ClC1=CNC2=CC(=CC=C12)C(=O)NC(COCC1CCNCC1)C1=CC=C(C=C1)F (3-Chloro-N-[1-(4-fluorophenyl)-2-(piperidin-4-ylmethoxy)-ethyl]-1H-indole-6-carboxamide). RXN SMILES: C1(OC)C=CC=CC=1.C(OC([N:16]1[CH2:21][CH2:20][CH:19]([CH2:22][O:23][CH2:24][CH:25]([NH:33][C:34]([C:36]2[CH:44]=[C:43]3[C:39]([C:40]([Cl:45])=[CH:41][NH:42]3)=[CH:38][CH:37]=2)=[O:35])[C:26]2[CH:31]=[CH:30][C:29]([F:32])=[CH:28][CH:27]=2)[CH2:18][CH2:17]1)=O)(C)(C)C>>[Cl:45][C:40]1[C:39]2[C:43](=[CH:44][C:36]([C:34]([NH:33][CH:25]([C:26]3[CH:31]=[CH:30][C:29]([F:32])=[CH:28][CH:27]=3)[CH2:24][O:23][CH2:22][CH:19]3[CH2:20][CH2:21][NH:16][CH2:17][CH2:18]3)=[O:35])=[CH:37][CH:38]=2)[NH:42][CH:41]=1. Reported procedure: Using deprotection method B, but without addition of anisole, 4-{2-[(3-chloro-1H-indole-6-carbonyl)amino]-2-(4-fluorophenyl)ethoxymethyl}piperidine-1-carboxylic acid tert-butyl ester (2.3 g, 4.3 mmol) afforded, after purification (SiO2: 25% isopropyl amine in ethyl acetate), 1.0 g (54%) of the title compound. Reactants: CC(C)OC(=O)N1CCC(COc2ccc(Br)cc2)CC1, O=C([O-])[O-], COCCOC, [Na+], [Na+], O=S(=O)(NCCO)c1ccc(B(O)O)cc1, Cl[Pd]Cl, c1ccc(P(c2ccccc2)c2ccccc2)cc1, c1ccc(P(c2ccccc2)c2ccccc2)cc1. Product: CC(C)OC(=O)N1CCC(COc2ccc(-c3ccc(S(=O)(=O)NCCO)cc3)cc2)CC1. RXN SMILES: [Br:17][c:18]1[cH:19][cH:20][c:21]([O:24][CH2:25][CH:26]2[CH2:27][CH2:28][N:29]([C:32](=[O:33])[O:34][CH:35]([CH3:36])[CH3:37])[CH2:30][CH2:31]2)[cH:22][cH:23]1.[C:38](=[O:39])([O-:40])[O-:41].[CH3:85][O:86][CH2:87][CH2:88][O:89][CH3:90].[Na+:42].[Na+:43].[OH:1][CH2:2][CH2:3][NH:4][S:5](=[O:6])(=[O:7])[c:8]1[cH:9][cH:10][c:11]([B:14]([OH:15])[OH:16])[cH:12][cH:13]1.[Pd:44]([Cl:45])[Cl:46].[c:47]1([P:48]([c:49]2[cH:50][cH:51][cH:52][cH:53][cH:54]2)[c:55]2[cH:56][cH:57][cH:58][cH:59][cH:60]2)[cH:61][cH:62][cH:63][cH:64][cH:65]1.[c:66]1([P:67]([c:68]2[cH:69][cH:70][cH:71][cH:72][cH:73]2)[c:74]2[cH:75][cH:76][cH:77][cH:78][cH:79]2)[cH:80][cH:81][cH:82][cH:83][cH:84]1>>[OH:1][CH2:2][CH2:3][NH:4][S:5](=[O:6])(=[O:7])[c:8]1[cH:9][cH:10][c:11](-[c:18]2[cH:19][cH:20][c:21]([O:24][CH2:25][CH:26]3[CH2:27][CH2:28][N:29]([C:32](=[O:33])[O:34][CH:35]([CH3:36])[CH3:37])[CH2:30][CH2:31]3)[cH:22][cH:23]2)[cH:12][cH:13]1.